Dataset: the Open Reaction Database (ORD), a public repository of structured organic reaction records. Task: describe an organic reaction: reactants, conditions, products, and yield RXN SMILES: [C:1]([CH3:2])(=[O:3])[c:4]1[c:5]([OH:14])[cH:6][c:7]([NH:10][C:11]([CH3:12])=[O:13])[cH:8][cH:9]1.[CH3:15][C:16]([O:17][C:18](=[O:19])[CH3:20])=[O:21].[Cl:27][CH2:28][Cl:29].[OH2:26].[OH:22][N+:23]([O-:24])=[O:25]>>[C:1]([CH3:2])(=[O:3])[c:4]1[c:5]([OH:14])[c:6]([N+:23](=[O:22])[O-:24])[c:7]([NH:10][C:11]([CH3:12])=[O:13])[cH:8][cH:9]1. The reactants are CC(=O)Nc1ccc(C(C)=O)c(O)c1, CC(=O)OC(C)=O, ClCCl, O, O=[N+]([O-])O. Product: CC(=O)Nc1ccc(C(C)=O)c(O)c1[N+](=O)[O-].